This data is from the Open Reaction Database (ORD), a public repository of structured organic reaction records. The task is: describe an organic reaction: reactants, conditions, products, and yield Starting materials: CC(C)=O, Cn1cc(C=O)c2ccc(F)cc21, [K+], O=[Mn](=O)(=O)[O-]. The product is Cn1cc(C(=O)O)c2ccc(F)cc21. RXN SMILES: [CH3:20][C:21](=[O:22])[CH3:23].[F:1][c:2]1[cH:3][cH:4][c:5]2[c:6]([CH:12]=[O:13])[cH:7][n:8]([CH3:11])[c:9]2[cH:10]1.[K+:19].[Mn:14](=[O:15])([O-:16])(=[O:17])=[O:18]>>[F:1][c:2]1[cH:3][cH:4][c:5]2[c:6]([C:12](=[O:13])[OH:15])[cH:7][n:8]([CH3:11])[c:9]2[cH:10]1.